This data is from the Open Reaction Database (ORD), a public repository of structured organic reaction records. The task is: describe an organic reaction: reactants, conditions, products, and yield Starting materials: CCCCCC1CCC(C(=O)O)CC1, OC1CCC(C(F)(F)F)CC1. Product: CCCCCC1CCC(C(=O)OC2CCC(C(F)(F)F)CC2)CC1. RXN SMILES: [CH2:1]([CH2:2][CH2:3][CH2:4][CH3:5])[CH:6]1[CH2:7][CH2:8][CH:9]([C:12](=[O:13])[OH:14])[CH2:10][CH2:11]1.[F:15][C:16]([CH:17]1[CH2:18][CH2:19][CH:20]([OH:23])[CH2:21][CH2:22]1)([F:24])[F:25]>>[CH2:1]([CH2:2][CH2:3][CH2:4][CH3:5])[CH:6]1[CH2:7][CH2:8][CH:9]([C:12](=[O:13])[O:14][CH:20]2[CH2:19][CH2:18][CH:17]([C:16]([F:15])([F:24])[F:25])[CH2:22][CH2:21]2)[CH2:10][CH2:11]1.